This data is from the Open Reaction Database (ORD), a public repository of structured organic reaction records. The task is: describe an organic reaction: reactants, conditions, products, and yield Starting materials: C(C1=CN=CC=C1)(=O)O (nicotinic acid), N1=CC=CC=C1 (pyridine), C([O-])([O-])=O.[Na+].[Na+] (sodium carbonate), S(=O)(Cl)Cl (thionyl chloride), N1CCNCC1 (piperazine), ice water. Solvent: C1(=CC=CC=C1)C (toluene), O (water), C1(=CC=CC=C1)C (toluene). Reaction conditions: temperature 90 celsius. The product is C(C1=CN=CC=C1)(=O)N1CCN(CC1)C(C1=CN=CC=C1)=O (N,N'-Bis(nicotinoyl)piperazine), analytical grade product. The yield is 42.2%. RXN SMILES: S(Cl)(Cl)=O.[C:5]([OH:13])(=O)[C:6]1[CH:11]=[CH:10][CH:9]=[N:8][CH:7]=1.[N:14]1[CH:19]=[CH:18][CH:17]=[CH:16][CH:15]=1.[NH:20]1[CH2:25][CH2:24][NH:23][CH2:22][CH2:21]1.[C:26](=O)([O-])[O-:27].[Na+].[Na+]>C1(C)C=CC=CC=1.O>[C:26]([N:20]1[CH2:25][CH2:24][N:23]([C:5](=[O:13])[C:6]2[CH:11]=[CH:10][CH:9]=[N:8][CH:7]=2)[CH2:22][CH2:21]1)(=[O:27])[C:16]1[CH:17]=[CH:18][CH:19]=[N:14][CH:15]=1 |f:4.5.6|. Reported procedure: N,N'-Bis(nicotinoyl)piperazine (Example 34) was prepared by a procedure adapted from the one reported by Badgett et al. (J. Am. Chem. Soc., Vol. 67, pages 1135-1138 (1945)). Thus, thionyl chloride (71.4 g, 0.600 mole) was added dropwise to a cold stirred mixture of 73.9 g (0.600 mole) of nicotinic acid, 94.9 g (1.20 moles) of pyridine and 196 ml of toluene. After the reaction mixture was gradually heated to 90° C. and maintained at this temperature for 1-2 hr, 25.8 g (0.300 mole) of piperazine d... Starting materials: C(C)(C)(C)[Si](O[C@@H]1C[C@@]23[C@@H]([C@H]([C@H]4[C@@H]5[C@H]6[C@@H](C([C@@]5(C)CC[C@@H]4[C@]2(CC1)C)=O)C6)Cl)O3)(C)C (3β-(tert.-butyldimethylsilyloxy)-7α-chloro-5,6β-epoxy-15β,16β-methylene-5β-androstan-17-one), CO (methanol), S(O)(O)(=O)=O (sulfuric acid). Run in O1CCCC1 (tetrahydrofuran), CCOCC (ether). Yields the product C(C)(C)OC(C)C (diisopropyl ether), Cl[C@H]1[C@H]2[C@@H]3[C@H]4[C@@H](C([C@@]3(C)CC[C@@H]2[C@]2(CC[C@@H](C[C@@]23[C@@H]1O3)O)C)=O)C4 (7α-chloro-5,6β-epoxy-3β-hydroxy-15β,16β- methylene-5β-androstan-17-one). As a reaction SMILES: C([Si](C)(C)[O:6][C@H:7]1[CH2:24][CH2:23][C@@:22]2([CH3:25])[C@@:9]3([O:29][C@@H:10]3[C@@H:11]([Cl:28])[C@@H:12]3[C@@H:21]2[CH2:20][CH2:19][C@@:17]2([CH3:18])[C@H:13]3[C@@H:14]3[CH2:27][C@@H:15]3[C:16]2=[O:26])[CH2:8]1)(C)(C)C.[CH3:32]O.S(=O)(=O)(O)O>O1CCCC1.CCOCC>[CH:10]([O:29][CH:9]([CH3:8])[CH3:22])([CH3:11])[CH3:32].[Cl:28][C@@H:11]1[C@H:10]2[O:29][C@:9]32[C@:22]([CH3:25])([CH2:23][CH2:24][C@H:7]([OH:6])[CH2:8]3)[C@@H:21]2[C@@H:12]1[C@H:13]1[C@@:17]([CH2:19][CH2:20]2)([CH3:18])[C:16](=[O:26])[C@H:15]2[CH2:27][C@@H:14]12. Procedure details: 142 g of 3β-(tert.-butyldimethylsilyloxy)-7α-chloro-5,6β-epoxy-15β,16β-methylene-5β-androstan-17-one is dissolved in 400 ml of tetrahydrofuran and 400 ml of methanol and stirred with 1,000 ml of 8% strength sulfuric acid for 1.5 hours at room temperature. The mixture is then diluted with ether, washed with saturated sodium bicarbonate solution and water, dried over sodium sulfate, and concentrated under vacuum. By trituration of the resultant solid with diisopropyl ether, 108 g of 7α-chloro-5,6β... Starting materials: C(C)(C)(C)OC(=O)NC(C)(C(=O)O[C@H](COC1=C(C=C(C=C1)C(F)(F)F)C(=O)\N=C\1/SC2=C(C=NC=C2)N1CCCC)C)C ((1S)-2-[2-({[(2Z)-3-butyl[1,3]thiazolo[4,5-c]pyridin-2(3H)-ylidene]amino}carbonyl)-4-(trifluoromethyl)phenoxy]-1-methylethyl N-(tert-butoxycarbonyl)-2-methylalaninate), FC(C(=O)O)(F)F (trifluoroacetic acid), C([O-])(O)=O.[Na+] (sodium bicarbonate). Run in ClCCl (dichloromethane). Conditions: time 8 hour. The product is CC(N)(C)C(=O)O[C@H](COC1=C(C=C(C=C1)C(F)(F)F)C(=O)\N=C\1/SC2=C(C=NC=C2)N1CCCC)C ((1S)-2-[2-({[(2Z)-3-butyl[1,3]thiazolo[4,5-c]pyridin-2(3H)-ylidene]amino}carbonyl)-4-(trifluoromethyl)phenoxy]-1-methylethyl 2-methylalaninate). Isolated yield 90.4%. RXN SMILES: C(OC([NH:8][C:9]([CH3:44])([C:11]([O:13][C@@H:14]([CH3:43])[CH2:15][O:16][C:17]1[CH:22]=[CH:21][C:20]([C:23]([F:26])([F:25])[F:24])=[CH:19][C:18]=1[C:27](/[N:29]=[C:30]1\[S:31][C:32]2[CH:37]=[CH:36][N:35]=[CH:34][C:33]=2[N:38]\1[CH2:39][CH2:40][CH2:41][CH3:42])=[O:28])=[O:12])[CH3:10])=O)(C)(C)C.FC(F)(F)C(O)=O.C(=O)(O)[O-].[Na+]>ClCCl>[CH3:44][C:9]([C:11]([O:13][C@@H:14]([CH3:43])[CH2:15][O:16][C:17]1[CH:22]=[CH:21][C:20]([C:23]([F:26])([F:25])[F:24])=[CH:19][C:18]=1[C:27](/[N:29]=[C:30]1\[S:31][C:32]2[CH:37]=[CH:36][N:35]=[CH:34][C:33]=2[N:38]\1[CH2:39][CH2:40][CH2:41][CH3:42])=[O:28])=[O:12])([CH3:10])[NH2:8] |f:2.3|. Procedure details: To a solution of Example 2A (265 mg, 0.415 mmol) in anhydrous dichloromethane (4 mL) was added trifluoroacetic acid (Aldrich, 0.320 mL, 4.15 mmol). The solution was stirred at room temperature overnight, then saturated sodium bicarbonate solution was added to adjust the pH to 9. The mixture was extracted with dichloromethane (3×15 mL). The combined organic extracts were dried over sodium sulfate, filtered, and concentrated by rotary evaporator. Purification by flash chromatography (silica gel: 5...